From a dataset of the Open Reaction Database (ORD), a public repository of structured organic reaction records. describe an organic reaction: reactants, conditions, products, and yield As a reaction SMILES: [C:13](=[O:14])([O-:15])[O-:16].[CH3:1][O:2][C:3](=[O:4])[c:5]1[n:6][nH:7][c:8]([N+:10](=[O:11])[O-:12])[cH:9]1.[CH3:21][N:22]([CH3:23])[CH:24]=[O:25].[I:19][CH3:20].[K+:17].[K+:18]>>[CH3:1][O:2][C:3](=[O:4])[c:5]1[n:6][n:7]([CH3:13])[c:8]([N+:10](=[O:11])[O-:12])[cH:9]1. The reactants are O=C([O-])[O-], COC(=O)c1cc([N+](=O)[O-])[nH]n1, CN(C)C=O, CI, [K+], [K+]. The product is COC(=O)c1cc([N+](=O)[O-])n(C)n1. Reactants: CCCC(C)O, CC(C)O, Nc1ccc(Cl)cc1F, COc1cc2c(Cl)cnnc2cc1OCCCN1CCOCC1, Cl. The product is Cl, COc1cc2c(Nc3ccc(Cl)cc3F)cnnc2cc1OCCCN1CCOCC1. Reaction SMILES: [CH3:38][CH:39]([OH:40])[CH2:41][CH2:42][CH3:43].[CH:34]([OH:35])([CH3:36])[CH3:37].[Cl:25][c:26]1[cH:27][c:28]([F:33])[c:29]([NH2:30])[cH:31][cH:32]1.[Cl:2][c:3]1[cH:4][n:5][n:6][c:7]2[cH:8][c:9]([O:15][CH2:16][CH2:17][CH2:18][N:19]3[CH2:20][CH2:21][O:22][CH2:23][CH2:24]3)[c:10]([O:13][CH3:14])[cH:11][c:12]12.[ClH:1]>>[ClH:2].[c:3]1([NH:30][c:29]2[c:28]([F:33])[cH:27][c:26]([Cl:25])[cH:32][cH:31]2)[cH:4][n:5][n:6][c:7]2[cH:8][c:9]([O:15][CH2:16][CH2:17][CH2:18][N:19]3[CH2:20][CH2:21][O:22][CH2:23][CH2:24]3)[c:10]([O:13][CH3:14])[cH:11][c:12]12. The reactants are CC(=O)OC(C)=O, CN(C)c1ccncc1, CCOC(C)=O, CCN(C(C)C)C(C)C, Nc1ccc(CNC(=O)c2cccc3c2cnn3-c2ccc(F)cc2)cn1, CN(C)C=O. The product is CC(=O)Nc1ccc(CNC(=O)c2cccc3c2cnn3-c2ccc(F)cc2)cn1. As a reaction SMILES: [CH3:37][C:38](=[O:39])[O:40][C:41](=[O:42])[CH3:43].[CH3:49][N:50]([CH3:51])[c:52]1[cH:53][cH:54][n:55][cH:56][cH:57]1.[CH3:58][CH2:59][O:60][C:61](=[O:62])[CH3:63].[CH:28]([N:29]([CH2:30][CH3:31])[CH:32]([CH3:33])[CH3:34])([CH3:35])[CH3:36].[NH2:1][c:2]1[cH:3][cH:4][c:5]([CH2:8][NH:9][C:10](=[O:11])[c:12]2[c:13]3[cH:14][n:15][n:16](-[c:21]4[cH:22][cH:23][c:24]([F:27])[cH:25][cH:26]4)[c:17]3[cH:18][cH:19][cH:20]2)[cH:6][n:7]1.[O:44]=[CH:45][N:46]([CH3:47])[CH3:48]>>[NH:1]([c:2]1[cH:3][cH:4][c:5]([CH2:8][NH:9][C:10](=[O:11])[c:12]2[c:13]3[cH:14][n:15][n:16](-[c:21]4[cH:22][cH:23][c:24]([F:27])[cH:25][cH:26]4)[c:17]3[cH:18][cH:19][cH:20]2)[cH:6][n:7]1)[C:38]([CH3:37])=[O:39]. The yield is 96.7%. Reported procedure: Preparation of 2-chloro-5-nitrobenzoyl alcohol 30 g of 2-chloro-5-nitrobenzaldehyde was dissolved in 500 mL of methanol and cooled to 0° C. A solution of 10 g of sodium borohydride in 100 mL of water was then added dropwise over 90 minutes while maintaining the temperature below 10° C. The resultant reaction mixture was then stirred for one hour, then acidified with 2N HCl and left stirring overnight. The solids were then, washed with water and dried, to produce 27 g of 2-chloro-5-nitrobenzyl al... Run at temperature 0 celsius, time 1 hour. Reactants: [BH4-].[Na+] (sodium borohydride), ClC1=C(C(=O)O)C=C(C=C1)[N+](=O)[O-] (2-chloro-5-nitrobenzoyl alcohol), ClC1=C(C=O)C=C(C=C1)[N+](=O)[O-] (2-chloro-5-nitrobenzaldehyde), Cl (HCl). Yields the product ClC1=C(CO)C=C(C=C1)[N+](=O)[O-] (2-chloro-5-nitrobenzyl alcohol). As a reaction SMILES: [Cl:1][C:2]1[CH:10]=[CH:9][C:8]([N+:11]([O-:13])=[O:12])=[CH:7][C:3]=1[C:4](O)=[O:5].ClC1C=CC([N+]([O-])=O)=CC=1C=O.[BH4-].[Na+].Cl>CO.O>[Cl:1][C:2]1[CH:10]=[CH:9][C:8]([N+:11]([O-:13])=[O:12])=[CH:7][C:3]=1[CH2:4][OH:5] |f:2.3|. The solvent is O (water), CO (methanol). Reactants: C(=O)=O.CC(=O)C (dry ice acetone), C([C@H]1CO1)OC(CCC)=O ((R)-(-)-glycidylbutyrate), C(C)(C)(C)OC(=O)N1CCN(CC1)C1=C(C=C(C=C1F)NC(=O)OCC1=CC=CC=C1)F (1-(tert-butoxycarbonyl)-4-[2,6-difluoro-4-(benzyloxycarbonyl)aminophenyl]piperazine), [Li]CCCC (n-BuLi). The solvent is CO.C(Cl)(Cl)Cl (MeOH CHCl3), C1CCOC1 (THF), C(Cl)Cl (CH2Cl2). Run at temperature -78 celsius, time 30 minute. The product is FC=1C=C(C=C(C1N1CCN(CC1)C(=O)OC(C)(C)C)F)N1C(OC(C1)CO)=O ([3-[3,5-difluoro-4-[4-(tert-butoxycarbonyl)-1-piperazinyl]phenyl]-2-oxo-5-oxazolidinyl]methanol). The yield is 86.3%. RXN SMILES: [C:1]([O:5][C:6]([N:8]1[CH2:13][CH2:12][N:11]([C:14]2[C:19]([F:20])=[CH:18][C:17]([NH:21][C:22](OCC3C=CC=CC=3)=O)=[CH:16][C:15]=2[F:32])[CH2:10][CH2:9]1)=[O:7])([CH3:4])([CH3:3])[CH3:2].C(=O)=O.CC(C)=O.[Li]CCCC.[CH2:45]([O:49][C:50](=[O:54])CCC)[C@@H:46]1[O:48]C1>C1COCC1.C(Cl)Cl.CO.C(Cl)(Cl)Cl>[F:20][C:19]1[CH:18]=[C:17]([N:21]2[CH2:22][CH:45]([CH2:46][OH:48])[O:49][C:50]2=[O:54])[CH:16]=[C:15]([F:32])[C:14]=1[N:11]1[CH2:10][CH2:9][N:8]([C:6]([O:5][C:1]([CH3:2])([CH3:3])[CH3:4])=[O:7])[CH2:13][CH2:12]1 |f:1.2,7.8|. Reported procedure: The 1-(tert-butoxycarbonyl)-4-[2,6-difluoro-4-(benzyloxycarbonyl)aminophenyl]piperazine (14.05 g, 31 mmol) was dissolved in dry THF (150 mL) and then cooled to -78° C. (dry ice/acetone). The reaction was next treated with with n-BuLi (21.6 mL, 35 mmol) dropwise over a 25 minute period. The reaction was allowed to stir at -78° C. for 30 minutes and then (R)-(-)-glycidylbutyrate (4.89 mL, 35 mmol) was added dropwise over 7 minutes. The reaction was maintained at -78° C. for an additional 15 minute... Starting materials: CO, ClCCl, CC(=O)Nc1nc(C)c(-c2cc(NC(c3ccccc3)(c3ccccc3)c3ccccc3)c(Cl)nn2)s1, O=C(O)C(F)(F)F. Yields the product CC(=O)Nc1nc(C)c(-c2cc(N)c(Cl)nn2)s1. Reaction SMILES: [CH3:45][OH:46].[Cl:47][CH2:48][Cl:49].[Cl:8][c:9]1[c:10]([NH:25][C:26]([c:27]2[cH:28][cH:29][cH:30][cH:31][cH:32]2)([c:33]2[cH:34][cH:35][cH:36][cH:37][cH:38]2)[c:39]2[cH:40][cH:41][cH:42][cH:43][cH:44]2)[cH:11][c:12](-[c:15]2[c:16]([CH3:24])[n:17][c:18]([NH:20][C:21]([CH3:22])=[O:23])[s:19]2)[n:13][n:14]1.[OH:1][C:2]([C:3]([F:4])([F:5])[F:6])=[O:7]>>[Cl:8][c:9]1[c:10]([NH2:25])[cH:11][c:12](-[c:15]2[c:16]([CH3:24])[n:17][c:18]([NH:20][C:21]([CH3:22])=[O:23])[s:19]2)[n:13][n:14]1. The reactants are BrBr (Bromine), FC1=CC=C(C(N)=C1)C (5-fluoro-o-toluidine), C(C1=CC=CC=C1)Br (benzyl bromide). Product: FC1=CC=C(C(NBr)=C1)C (5-fluoro-o-toluidinylbromide). Reaction SMILES: BrBr.[F:3][C:4]1[CH:10]=[C:8]([NH2:9])[C:7]([CH3:11])=[CH:6][CH:5]=1.C([Br:19])C1C=CC=CC=1>>[F:3][C:4]1[CH:10]=[C:8]([NH:9][Br:19])[C:7]([CH3:11])=[CH:6][CH:5]=1. Reported procedure: Bromine (0.5 mole) is added over 1 hour to stirred 5-fluoro-o-toluidine (0.5 mole) at 100° C illuminated with a high wattage lamp. The crude benzyl bromide is used as prepared. The reactants are CC(=O)O, COC(=O)C1(C#N)CCCC1. Yields the product COC(=O)C1(CN)CCCC1. Reaction SMILES: [CH3:12][C:13](=[O:14])[OH:15].[CH3:1][O:2][C:3](=[O:4])[C:5]1([C:10]#[N:11])[CH2:6][CH2:7][CH2:8][CH2:9]1>>[CH3:1][O:2][C:3](=[O:4])[C:5]1([CH2:10][NH2:11])[CH2:6][CH2:7][CH2:8][CH2:9]1.